Dataset: the Open Reaction Database (ORD), a public repository of structured organic reaction records. Task: describe an organic reaction: reactants, conditions, products, and yield Reactants: ClC1=C(C(=CC=C1)Cl)N=C=S (1,3-dichloro-2-isothiocyanato-benzene), C(C)OC(C1=CC(=C(C=C1)N)N)=O (3,4-diamino-benzoic acid ethyl ester), CC(N=C=NC(C)C)C (DIC). Run in O (water), CN(C)C=O (DMF). Run at time 2 hour. Product: ClC1=C(C(=CC=C1)Cl)NC1=NC2=C(N1)C=CC(=C2)C(=O)O (2-(2,6-Dichloro-phenylamino)-1H-benzimidazole-5-carboxylic acid). RXN SMILES: [Cl:1][C:2]1[CH:7]=[CH:6][CH:5]=[C:4]([Cl:8])[C:3]=1[N:9]=[C:10]=S.C([O:14][C:15](=[O:24])[C:16]1[CH:21]=[CH:20][C:19]([NH2:22])=[C:18]([NH2:23])[CH:17]=1)C.CC(C)N=C=NC(C)C>CN(C=O)C.O>[Cl:1][C:2]1[CH:7]=[CH:6][CH:5]=[C:4]([Cl:8])[C:3]=1[NH:9][C:10]1[NH:22][C:19]2[CH:20]=[CH:21][C:16]([C:15]([OH:24])=[O:14])=[CH:17][C:18]=2[N:23]=1. Procedure: A mixture of 1,3-dichloro-2-isothiocyanato-benzene (5.66 g, 27.8 mmol) and 3,4-diamino-benzoic acid ethyl ester (5.00 g, 27.8 mmol) in 40 mL DMF was stirred for 2 h. DIC (4.40 mL, 28.2 mmol) was added and stirred overnight at ambient temperature. The mixture was stirred for 30 min at 80° C., diluted with water and concentrated i.vac. The residue was taken up in ethanol and 60 mL 1 M aq. NaOH was added and stirred overnight at reflux. Ethanol was evaporated and the aq. phase was filtered. The fil... Starting materials: CC(=O)O, [Cl-], O=c1c2cc(I)ccc2ccc2ccc([N+](=O)[O-])cc12, O, O, O. Yields the product Nc1ccc2ccc3ccc(I)cc3c(=O)c2c1. RXN SMILES: [CH3:21][C:22](=[O:23])[OH:24].[Cl-:27].[I:1][c:2]1[cH:3][cH:4][c:5]2[c:6]([c:7](=[O:19])[c:8]3[c:9]([cH:10][cH:11]2)[cH:12][cH:13][c:14]([N+:16]([O-:17])=[O:18])[cH:15]3)[cH:20]1.[OH2:25].[OH2:26].[OH2:28]>>[I:1][c:2]1[cH:3][cH:4][c:5]2[c:6]([c:7](=[O:19])[c:8]3[c:9]([cH:10][cH:11]2)[cH:12][cH:13][c:14]([NH2:16])[cH:15]3)[cH:20]1. Starting materials: CCN=C=NCCCN(C)C, Cc1ccsc1C(=O)O, CCN(C(C)C)C(C)C, Cl, O=C(NCC(=O)N1CCNCC1)c1ccc(Oc2ccccc2)cc1, CN(C)C=O, O, On1nnc2ccccc21. The product is Cc1ccsc1C(=O)N1CCN(C(=O)CNC(=O)c2ccc(Oc3ccccc3)cc2)CC1. As a reaction SMILES: [CH3:45][CH2:46][N:47]=[C:48]=[N:49][CH2:50][CH2:51][CH2:52][N:53]([CH3:54])[CH3:55].[CH3:57][c:58]1[c:59]([C:63](=[O:64])[OH:65])[s:60][cH:61][cH:62]1.[CH:1]([N:2]([CH2:3][CH3:4])[CH:5]([CH3:6])[CH3:7])([CH3:8])[CH3:9].[ClH:56].[O:10]=[C:11]([CH2:12][NH:13][C:14]([c:15]1[cH:16][cH:17][c:18]([O:21][c:22]2[cH:23][cH:24][cH:25][cH:26][cH:27]2)[cH:19][cH:20]1)=[O:28])[N:29]1[CH2:30][CH2:31][NH:32][CH2:33][CH2:34]1.[O:66]=[CH:67][N:68]([CH3:69])[CH3:70].[OH2:71].[OH:35][n:36]1[c:37]2[c:38]([cH:39][cH:40][cH:41][cH:42]2)[n:43][n:44]1>>[O:10]=[C:11]([CH2:12][NH:13][C:14]([c:15]1[cH:16][cH:17][c:18]([O:21][c:22]2[cH:23][cH:24][cH:25][cH:26][cH:27]2)[cH:19][cH:20]1)=[O:28])[N:29]1[CH2:30][CH2:31][N:32]([C:63]([c:59]2[c:58]([CH3:57])[cH:62][cH:61][s:60]2)=[O:64])[CH2:33][CH2:34]1.